From a dataset of the Open Reaction Database (ORD), a public repository of structured organic reaction records. describe an organic reaction: reactants, conditions, products, and yield The reactants are NC1C(N(C2=C(C(=N1)C1=CC=CC=C1)C=CC=C2)CC(=O)N2CCCC2)=O (3(R,S)-amino-1,3-dihydro-1-pyrroidinecarbonylmethyl-5-phenyl-2H-1,4-benzodiazepin-2-one), ClC1=CC=C(C=C1)N=C=O (4-chlorophenylisocyanate). The solvent is O1CCCC1 (tetrahydrofuran). Conditions: time 8 hour. Product: ClC1=CC=C(C=C1)NC(=O)NC1C(N(C2=C(C(=N1)C1=CC=CC=C1)C=CC=C2)CC(=O)N2CCCC2)=O (1-((3-((((4-Chlorophenyl)amino)carbonyl)amino)-2,3-dihydro-2-oxo-5-phenyl-1H-1,4-benzodiazepin-1-yl)acetyl)pyrrolidine). Reaction SMILES: [NH2:1][CH:2]1[N:8]=[C:7]([C:9]2[CH:14]=[CH:13][CH:12]=[CH:11][CH:10]=2)[C:6]2[CH:15]=[CH:16][CH:17]=[CH:18][C:5]=2[N:4]([CH2:19][C:20]([N:22]2[CH2:26][CH2:25][CH2:24][CH2:23]2)=[O:21])[C:3]1=[O:27].[Cl:28][C:29]1[CH:34]=[CH:33][C:32]([N:35]=[C:36]=[O:37])=[CH:31][CH:30]=1>O1CCCC1>[Cl:28][C:29]1[CH:34]=[CH:33][C:32]([NH:35][C:36]([NH:1][CH:2]2[N:8]=[C:7]([C:9]3[CH:10]=[CH:11][CH:12]=[CH:13][CH:14]=3)[C:6]3[CH:15]=[CH:16][CH:17]=[CH:18][C:5]=3[N:4]([CH2:19][C:20]([N:22]3[CH2:23][CH2:24][CH2:25][CH2:26]3)=[O:21])[C:3]2=[O:27])=[O:37])=[CH:31][CH:30]=1. Procedure details: Equimolar amounts of 3(R,S)-amino-1,3-dihydro-1-pyrroidinecarbonylmethyl-5-phenyl-2H-1,4-benzodiazepin-2-one and 4-chlorophenylisocyanate were mixed in 8 ml of dry tetrahydrofuran at room temperatufe. The reaction mixture was allowed to stand for 8 hours and was then filtered. The collected solids were washed with tetrahydrofuran and dried in vacuo over P2O5 to give the analytical product: m.p. 264°-266° C.